Dataset: the Open Reaction Database (ORD), a public repository of structured organic reaction records. Task: describe an organic reaction: reactants, conditions, products, and yield The reactants are C1COCCN1, ClCCl, CN1CCCN(C)C1=O, O=C(CCl)Nc1ccc(C(=O)N2Cc3cccn3Cc3ccccc32)cc1. Product: O=C(CN1CCOCC1)Nc1ccc(C(=O)N2Cc3cccn3Cc3ccccc32)cc1. Reaction SMILES: [CH2:28]1[CH2:29][O:30][CH2:31][CH2:32][NH:33]1.[CH2:43]([Cl:44])[Cl:45].[CH3:34][N:35]1[CH2:36][CH2:37][CH2:38][N:39]([CH3:40])[C:41]1=[O:42].[Cl:1][CH2:2][C:3](=[O:4])[NH:5][c:6]1[cH:7][cH:8][c:9]([C:12](=[O:13])[N:14]2[CH2:15][c:16]3[n:17]([cH:25][cH:26][cH:27]3)[CH2:18][c:19]3[c:20]2[cH:21][cH:22][cH:23][cH:24]3)[cH:10][cH:11]1>>[CH2:2]([C:3](=[O:4])[NH:5][c:6]1[cH:7][cH:8][c:9]([C:12](=[O:13])[N:14]2[CH2:15][c:16]3[n:17]([cH:25][cH:26][cH:27]3)[CH2:18][c:19]3[c:20]2[cH:21][cH:22][cH:23][cH:24]3)[cH:10][cH:11]1)[N:33]1[CH2:28][CH2:29][O:30][CH2:31][CH2:32]1. The product is C(#C)C1=CC(=C(C2=C1OC(C2)C)N2C(N(C(=CC2=O)C(F)(F)F)C)=O)F (3-[7-(1-ethynyl)-5-fluoro-2-methyl-2,3-dihydrobenzo[b]furan-4-yl]-1-methyl-6-trifluoromethyl-2,4(1H,3H)-pyrimidinedione). Isolated yield 79.7%. The solvent is C(C)O (ethanol), C(C)O (ethanol). Starting materials: FC1=C(C2=C(OC(C2)C)C(=C1)C#C[Si](C)(C)C)N1C(N(C(=CC1=O)C(F)(F)F)C)=O (3-{5-Fluoro-2-methyl-7-[2-(trimethylsilyl)-1-ethynyl]-2,3-dihydrobenzo[b]furan-4-yl}-1-methyl-6-trifluoromethyl-2,4(1H,3H)-pyrimidinedione), [F-].[K+] (potassium fluoride). As a reaction SMILES: [F:1][C:2]1[CH:11]=[C:10]([C:12]#[C:13][Si](C)(C)C)[C:5]2[O:6][CH:7]([CH3:9])[CH2:8][C:4]=2[C:3]=1[N:18]1[C:23](=[O:24])[CH:22]=[C:21]([C:25]([F:28])([F:27])[F:26])[N:20]([CH3:29])[C:19]1=[O:30].[F-].[K+]>C(O)C>[C:12]([C:10]1[C:5]2[O:6][CH:7]([CH3:9])[CH2:8][C:4]=2[C:3]([N:18]2[C:23](=[O:24])[CH:22]=[C:21]([C:25]([F:28])([F:27])[F:26])[N:20]([CH3:29])[C:19]2=[O:30])=[C:2]([F:1])[CH:11]=1)#[CH:13] |f:1.2|. Procedure details: 3-{5-Fluoro-2-methyl-7-[2-(trimethylsilyl)-1-ethynyl]-2,3-dihydrobenzo[b]furan-4-yl}-1-methyl-6-trifluoromethyl-2,4(1H,3H)-pyrimidinedione (0.39 g) was dissolved in ethanol (4 ml). To this solution, an aqueous solution (0.3 ml) of potassium fluoride (84 mg) was added dropwise at room temperature, and the mixture was stirred for further 8 hours. After the reaction, ethanol was distilled off under reduced pressure, extracted with ethyl acetate, washed with water, and then dried over anhydrous magn... Conditions: time 8 hour. The reactants are C(#N)C1=CC(=C(C=C1)C=1C=NN(C1O)C1=NC=C(C(=O)O)C=C1)OC (6-(4-(4-cyano-2-methoxyphenyl)-5-hydroxy-1H-pyrazol-1-yl)nicotinic acid), COCCCN (3-methoxypropan-1-amine). Product: C(#N)C1=CC(=C(C=C1)C=1C=NN(C1O)C1=NC=C(C(=O)NCCCOC)C=C1)OC (6-(4-(4-cyano-2-methoxyphenyl)-5-hydroxy-1H-pyrazol-1-yl)-N-(3-methoxypropyl)nicotinamide). RXN SMILES: [C:1]([C:3]1[CH:8]=[CH:7][C:6]([C:9]2[CH:10]=[N:11][N:12]([C:15]3[CH:23]=[CH:22][C:18]([C:19]([OH:21])=O)=[CH:17][N:16]=3)[C:13]=2[OH:14])=[C:5]([O:24][CH3:25])[CH:4]=1)#[N:2].[CH3:26][O:27][CH2:28][CH2:29][CH2:30][NH2:31]>>[C:1]([C:3]1[CH:8]=[CH:7][C:6]([C:9]2[CH:10]=[N:11][N:12]([C:15]3[CH:23]=[CH:22][C:18]([C:19]([NH:31][CH2:30][CH2:29][CH2:28][O:27][CH3:26])=[O:21])=[CH:17][N:16]=3)[C:13]=2[OH:14])=[C:5]([O:24][CH3:25])[CH:4]=1)#[N:2]. Procedure details: The title compound was prepared in a manner similar to Example 227 using 6-(4-(4-cyano-2-methoxyphenyl)-5-hydroxy-1H-pyrazol-1-yl)nicotinic acid and 3-methoxypropan-1-amine. 1H NMR (400 MHz, DMSO-d6) δ ppm 1.66-1.88 (m, 3H) 3.25 (s, 5H) 3.96 (s, 5H) 7.33-7.56 (m, 3H) 8.31-8.56 (m, 1H) 8.70 (br. s., 1H) 8.91 (s, 1H). MS m/z [M+H]+ 408.4. Reactants: Brc1ccc(C23C=CCN(CC2)C3)cn1, ClC(Cl)Cl, [Na+], [Na+], O=C([O-])[O-], C1CCOC1, CCCC[Sn](CCCC)(CCCC)c1cn(C(c2ccccc2)(c2ccccc2)c2ccccc2)cn1. Yields the product C1=CC2(c3ccc(-c4cn(C(c5ccccc5)(c5ccccc5)c5ccccc5)cn4)nc3)CCN(C1)C2. RXN SMILES: [Br:1][c:2]1[n:3][cH:4][c:5]([C:8]23[CH:9]=[CH:10][CH2:11][N:12]([CH2:13][CH2:14]2)[CH2:15]3)[cH:6][cH:7]1.[CH:58]([Cl:59])([Cl:60])[Cl:61].[Na+:62].[Na+:63].[O-:64][C:65](=[O:66])[O-:67].[O:53]1[CH2:54][CH2:55][CH2:56][CH2:57]1.[c:16]1([C:22]([n:23]2[cH:24][n:25][c:26]([Sn:28]([CH2:29][CH2:30][CH2:31][CH3:32])([CH2:33][CH2:34][CH2:35][CH3:36])[CH2:37][CH2:38][CH2:39][CH3:40])[cH:27]2)([c:41]2[cH:42][cH:43][cH:44][cH:45][cH:46]2)[c:47]2[cH:48][cH:49][cH:50][cH:51][cH:52]2)[cH:17][cH:18][cH:19][cH:20][cH:21]1>>[c:2]1(-[c:26]2[n:25][cH:24][n:23]([C:22]([c:16]3[cH:17][cH:18][cH:19][cH:20][cH:21]3)([c:41]3[cH:42][cH:43][cH:44][cH:45][cH:46]3)[c:47]3[cH:48][cH:49][cH:50][cH:51][cH:52]3)[cH:27]2)[n:3][cH:4][c:5]([C:8]23[CH:9]=[CH:10][CH2:11][N:12]([CH2:13][CH2:14]2)[CH2:15]3)[cH:6][cH:7]1. Yields the product COC(=O)C1C(=O)N(C(=O)Nc2ccccc2)c2ccc(Cl)cc21. Starting materials: Cc1ccccc1, COC(=O)C1C(=O)Nc2ccc(Cl)cc21, O=C=Nc1ccccc1. As a reaction SMILES: [CH3:25][c:26]1[cH:27][cH:28][cH:29][cH:30][cH:31]1.[Cl:1][c:2]1[cH:3][c:4]2[c:8]([cH:9][cH:10]1)[NH:7][C:6](=[O:11])[CH:5]2[C:12](=[O:13])[O:14][CH3:15].[c:16]1([N:22]=[C:23]=[O:24])[cH:17][cH:18][cH:19][cH:20][cH:21]1>>[Cl:1][c:2]1[cH:3][c:4]2[c:8]([cH:9][cH:10]1)[N:7]([C:23]([NH:22][c:16]1[cH:17][cH:18][cH:19][cH:20][cH:21]1)=[O:24])[C:6](=[O:11])[CH:5]2[C:12](=[O:13])[O:14][CH3:15]. Starting materials: [Si](C)(C)(C(C)(C)C)OC=1C=CC=2C(C3=CC=CC=C3OC2C1)=C1C2CC3CC(CC1C3)C2 (3-(tert-Butyldimethylsilyloxy)-9H-xanthen-9-ylideneadamantane), [N+](CCCC)(CCCC)(CCCC)CCCC.[F-].O.O.O (n-Bu4NF.3H2O). Solvent: C1CCOC1 (THF), CCOCC (Et2O). Conditions: time 30 minute. Product: OC=1C=CC=2C(C3=CC=CC=C3OC2C1)=C1C2CC3CC(CC1C3)C2 (3Hydroxy-9H-xanthen-9-ylideneadamantane). Isolated yield 57.7%. RXN SMILES: [Si]([O:8][C:9]1[CH:10]=[CH:11][C:12]2[C:13](=[C:23]3[CH:30]4[CH2:31][CH:26]5[CH2:27][CH:28]([CH2:32][CH:24]3[CH2:25]5)[CH2:29]4)[C:14]3[C:19]([O:20][C:21]=2[CH:22]=1)=[CH:18][CH:17]=[CH:16][CH:15]=3)(C(C)(C)C)(C)C.[N+](CCCC)(CCCC)(CCCC)CCCC.[F-].O.O.O>C1COCC1.CCOCC>[OH:8][C:9]1[CH:10]=[CH:11][C:12]2[C:13](=[C:23]3[CH:30]4[CH2:31][CH:26]5[CH2:27][CH:28]([CH2:32][CH:24]3[CH2:25]5)[CH2:29]4)[C:14]3[C:19]([O:20][C:21]=2[CH:22]=1)=[CH:18][CH:17]=[CH:16][CH:15]=3 |f:1.2.3.4.5|. Procedure details: The silylated alkene 5b (1.18 g, 2.6 mmol) was dissolved in 10 ml of THF. n-Bu4NF.3H2O (0.94 g, 3.0 mmol) was added and the yellow solution stirred for 30 min. The solution was then diluted with Et2O (100 mL), washed with H2O (200 mL), and the organic layer was concentrated. Recrystallization from ethyl acetate gave 0.48 g (1.5 mmol, 57.7%) of 5a as a white solid: 235°-240° C. (dec); 1H NMR (CDCl3) delta 1.873 (2, 10H), 1.992 (s, 2H), 3.472 (s, 1H), 3.529 (s, 1H), 6.70-6.76 (m, 2H), 6.96-7.04 (m... The reactants are C1(CCCCC1)P(C1=C(C=CC=C1)C1=C(C=C(C=C1C(C)C)C(C)C)C(C)C)C1CCCCC1 (dicyclohexyl(2′,4′,6′-triisopropylbiphenyl-2-yl)phosphine), CC(C)([O-])C.[Na+] (sodium tert-butoxide), O1CCN(CC1)C=1C=C(C=NC1)N (5-morpholinopyridin-3-amine), ClC1=C(C(=NC2=CC(=CC(=C12)F)F)C1=NC=CC(=C1)C)C (4-chloro-5,7-difluoro-3-methyl-2-(4-methylpyridin-2-yl)quinoline). The solvent is C1(=CC=CC=C1)C (toluene). As a reaction SMILES: C1(P(C2CCCCC2)C2C=CC=CC=2C2C(C(C)C)=CC(C(C)C)=CC=2C(C)C)CCCCC1.[O:35]1[CH2:40][CH2:39][N:38]([C:41]2[CH:42]=[C:43]([NH2:47])[CH:44]=[N:45][CH:46]=2)[CH2:37][CH2:36]1.Cl[C:49]1[C:58]2[C:53](=[CH:54][C:55]([F:60])=[CH:56][C:57]=2[F:59])[N:52]=[C:51]([C:61]2[CH:66]=[C:65]([CH3:67])[CH:64]=[CH:63][N:62]=2)[C:50]=1[CH3:68].CC(C)([O-])C.[Na+]>C1(C)C=CC=CC=1>[F:59][C:57]1[CH:56]=[C:55]([F:60])[CH:54]=[C:53]2[C:58]=1[C:49]([NH:47][C:43]1[CH:44]=[N:45][CH:46]=[C:41]([N:38]3[CH2:39][CH2:40][O:35][CH2:36][CH2:37]3)[CH:42]=1)=[C:50]([CH3:68])[C:51]([C:61]1[CH:66]=[C:65]([CH3:67])[CH:64]=[CH:63][N:62]=1)=[N:52]2 |f:3.4|. Procedure details: The Buchwald coupled product was prepared according to Procedure H using dicyclohexyl(2′,4′,6′-triisopropylbiphenyl-2-yl)phosphine (0.023 g, 0.047 mmol), 5-morpholinopyridin-3-amine (0.064 g, 0.35 mmol), 4-chloro-5,7-difluoro-3-methyl-2-(4-methylpyridin-2-yl)quinoline (0.09 g, 0.30 mmol) Pd2dba3 (0.011 g, 0.012 mmol) and sodium tert-butoxide (0.071 g, 0.74 mmol) in toluene (2.7 mL) at 120° C. for 10 days. The crude product was purified by column chromatography on basic alumina (0 to 50% hexanes/... Yields the product FC1=C2C(=C(C(=NC2=CC(=C1)F)C1=NC=CC(=C1)C)C)NC=1C=NC=C(C1)N1CCOCC1 (5,7-difluoro-3-methyl-2-(4-methylpyridin-2-yl)-N-(5-morpholinopyridin-3-yl)-quinolin-4-amine).